This data is from the Open Reaction Database (ORD), a public repository of structured organic reaction records. The task is: describe an organic reaction: reactants, conditions, products, and yield The reactants are ICC[C@@H](O)C1=CC=CC=C1 ((R)-3-iodo-1-phenyl-1-propanol), NCCNS(=O)(=O)C=1C=2C=CN=CC2C=C(C1)C1=CC=CC=C1 (7-phenyl-isoquinoline -5-sulfonic acid (2-amino-ethyl)-amide), C(C)(C)N(CC)C(C)C (diisopropylethylamine), ClCCCl (DCE). Run in CN(C)C=O (DMF). Conditions: temperature 80 celsius. Yields the product Cl.Cl.O[C@H](CCNCCNS(=O)(=O)C=1C=2C=CN=CC2C=C(C1)C1=CC=CC=C1)C1=CC=CC=C1 ((R)-7-Phenyl-isoquinoline-5-sulfonic acid [2-(3-hydroxy-3-phenyl-propylamino)-ethyl]-amide, dihydrochloride salt). RXN SMILES: I[CH2:2][CH2:3][C@H:4]([C:6]1[CH:11]=[CH:10][CH:9]=[CH:8][CH:7]=1)[OH:5].[NH2:12][CH2:13][CH2:14][NH:15][S:16]([C:19]1[C:20]2[CH:21]=[CH:22][N:23]=[CH:24][C:25]=2[CH:26]=[C:27]([C:29]2[CH:34]=[CH:33][CH:32]=[CH:31][CH:30]=2)[CH:28]=1)(=[O:18])=[O:17].C(N(C(C)C)CC)(C)C.[Cl:44]CCCl>CN(C=O)C>[ClH:44].[ClH:44].[OH:5][C@@H:4]([C:6]1[CH:11]=[CH:10][CH:9]=[CH:8][CH:7]=1)[CH2:3][CH2:2][NH:12][CH2:13][CH2:14][NH:15][S:16]([C:19]1[C:20]2[CH:21]=[CH:22][N:23]=[CH:24][C:25]=2[CH:26]=[C:27]([C:29]2[CH:34]=[CH:33][CH:32]=[CH:31][CH:30]=2)[CH:28]=1)(=[O:18])=[O:17] |f:5.6.7|. Reported procedure: Add sodium iodide (4.29 g, 29 mmol) to a solution of (R)-(+)-3-chloro-1-phenyl-1-propanol (0.5 g, 2.93 mmol) in acetone (9.75 mL), and heat to reflux overnight. Cool and filter the suspension, then remove the volatiles under reduced pressure. Resuspend the residue in ether, filter and evaporate to afford (R)-3-iodo-1-phenyl-1-propanol (0.71 g). Add (R)-3-iodo-1-phenyl-1-propanol (0.1 g, 0.4 mmol) to a solution of 7-phenyl-isoquinoline -5-sulfonic acid (2-amino-ethyl)-amide (0.087 g, 0.27 mmol) i... The reactants are Cl (HCl), NC1=C(CC#N)C=CC=C1 (2-aminobenzylcyanide), C(C)(C)N(CC)C(C)C (diisopropylethylamine), FC(C(C(=O)Cl)(F)F)(C(F)(F)F)F (Heptafluorobutyryl chloride). Solvent: ClCCl (dichloromethane), ClCCl (dichloromethane). Product: FC(C(=O)NC1=C(C=CC=C1)CC#N)(C(C(F)(F)F)(F)F)F (2,2,3,3,4,4,4-heptafluoro-N-[2-(cyanomethyl)phenyl]butanamide). Isolated yield 95.0%. RXN SMILES: [NH2:1][C:2]1[CH:10]=[CH:9][CH:8]=[CH:7][C:3]=1[CH2:4][C:5]#[N:6].C(N(C(C)C)CC)(C)C.[F:20][C:21]([F:32])([C:28]([F:31])([F:30])[F:29])[C:22]([F:27])([F:26])[C:23](Cl)=[O:24].Cl>ClCCl>[F:26][C:22]([F:27])([C:21]([F:20])([F:32])[C:28]([F:29])([F:30])[F:31])[C:23]([NH:1][C:2]1[CH:10]=[CH:9][CH:8]=[CH:7][C:3]=1[CH2:4][C:5]#[N:6])=[O:24]. Procedure details: A mixture of 2-aminobenzylcyanide (15 g) [Rousseau et al., JACS 72, 3047 (1950)], diisopropylethylamine (16 g) and dichloromethane (400 mL) was cooled in an ice bath under a nitrogen atmosphere. Heptafluorobutyryl chloride (28.9 g) in dichloromethane (100 mL) was added dropwise and the reaction was left to warm gradually to room temperature overnight. A 10% aqueous HCl solution was added and the organic phase was separated and dried over MgSO4. After filtration and concentration with a rotary ev... The solvent is CN(C)C=O (DMF), CCOC(=O)C (EtOAc). RXN SMILES: [Br:1][C:2]1[C:10]([N+:11]([O-:13])=[O:12])=[CH:9][CH:8]=[CH:7][C:3]=1[C:4](O)=[O:5].CN.O1CCCC1.C[CH2:22][N:23](C(C)C)C(C)C>CN(C=O)C.CCOC(C)=O>[Br:1][C:2]1[C:10]([N+:11]([O-:13])=[O:12])=[CH:9][CH:8]=[CH:7][C:3]=1[C:4]([NH:23][CH3:22])=[O:5]. Reactants: BrC1=C(C(=O)O)C=CC=C1[N+](=O)[O-] (2-bromo-3-nitrobenzoic acid), CN (methylamine), O1CCCC1 (tetrahydrofuran), CCN(C(C)C)C(C)C (1,1′-dimethyltriethylamine), (1H-benzo[d]-[1,2,3]triazol-1-yloxy)tripyrrolidin-1-ylphosphonium hexafluorophosphate(V). The product is BrC1=C(C(=O)NC)C=CC=C1[N+](=O)[O-] (2-bromo-N-methyl-3-nitrobenzamide). Procedure details: To a solution of 2-bromo-3-nitrobenzoic acid (0.974 g, 3.96 mmol) in DMF (3 mL) was added methylamine, 2.0 m solution in tetrahydrofuran (2.97 mL, 5.94 mmol), 1,1′-dimethyltriethylamine (1.38 mL, 7.92 mmol) and (1H-benzo[d]-[1,2,3]triazol-1-yloxy)tripyrrolidin-1-ylphosphonium hexafluorophosphate(V) (2.47 g, 4.75 mmol) and the resulting mixture was stirred at rt for 2 h. The reaction mixture was diluted with EtOAc, washed with water and brine, dried over MgSO4, and concentrated under reduced pres...